Task: describe an organic reaction: reactants, conditions, products, and yield. Dataset: the Open Reaction Database (ORD), a public repository of structured organic reaction records Starting materials: [Br-], Br, CC1Cc2ccsc2CN1C, [K+], O=C([O-])C(F)(F)F, O. The product is CC1Cc2cc(Br)sc2CN1C. RXN SMILES: [Br-:20].[Br:21].[CH3:1][CH:2]1[CH2:3][c:4]2[c:5]([s:9][cH:10][cH:11]2)[CH2:6][N:7]1[CH3:8].[K+:19].[O-:12][C:13]([C:14]([F:15])([F:16])[F:17])=[O:18].[OH2:22]>>[CH3:1][CH:2]1[CH2:3][c:4]2[c:5]([s:9][c:10]([Br:20])[cH:11]2)[CH2:6][N:7]1[CH3:8]. The reactants are C(CCC)N1C(=O)N(C=2N=C(NC2C1=O)Br)CCCC (1,3-di-n-butyl-8-bromo xanthine), N1CCCC1 (pyrrolidine). Yields the product C(CCC)N1C(=O)N(C=2N=C(NC2C1=O)N1CCCC1)CCCC (1,3-Di-n-butyl-8-pyrrolidinyl Xanthine). RXN SMILES: [CH2:1]([N:5]1[C:14](=[O:15])[C:13]2[NH:12][C:11](Br)=[N:10][C:9]=2[N:8]([CH2:17][CH2:18][CH2:19][CH3:20])[C:6]1=[O:7])[CH2:2][CH2:3][CH3:4].[NH:21]1[CH2:25][CH2:24][CH2:23][CH2:22]1>>[CH2:1]([N:5]1[C:14](=[O:15])[C:13]2[NH:12][C:11]([N:21]3[CH2:25][CH2:24][CH2:23][CH2:22]3)=[N:10][C:9]=2[N:8]([CH2:17][CH2:18][CH2:19][CH3:20])[C:6]1=[O:7])[CH2:2][CH2:3][CH3:4]. Procedure: The title compound was prepared from 1,3-di-n-butyl-8-bromo xanthine (1 g, 0.0029 ml) and pyrrolidine (0.041 g, 0.0057 mol) using an analogous procedure to that described in Example 19. The title product was obtained as a crystalline solid, m.pt. >250° C. Product: C1(=CC=CC=C1)N(C(OCC1CC2=CC=CC(=C2CC1)OCC(=O)O)=O)C1=CC=CC=C1 ([5-(carboxymethoxy)-1,2,3,4-tetrahydro-2-naphthyl]methyl N,N-diphenylcarbamate). The yield is 84.8%. Procedure details: A solution of [5-(ethoxycarbonylmethoxy)-1,2,3,4-tetrahydro-2-naphthyl]methyl N,N-diphenylcarbamate (59 mg) and 1N sodium hydroxide solution (0.15 ml) in ethanol (1.5 ml) was stirred at room temperature for 1 hour and neutralized with 1N hydrochloric acid (0.15 ml), then extracted with ethyl acetate. The extract was washed with brine, dried over magnesium sulfate, and evaporated in vacuo. The residue was powdered from n-hexane to afford [5-(carboxymethoxy)-1,2,3,4-tetrahydro-2-naphthyl]methyl N,... Solvent: C(C)O (ethanol). Reactants: C1(=CC=CC=C1)N(C(OCC1CC2=CC=CC(=C2CC1)OCC(=O)OCC)=O)C1=CC=CC=C1 ([5-(ethoxycarbonylmethoxy)-1,2,3,4-tetrahydro-2-naphthyl]methyl N,N-diphenylcarbamate), [OH-].[Na+] (sodium hydroxide), Cl (hydrochloric acid). Reaction SMILES: [C:1]1([N:7]([C:29]2[CH:34]=[CH:33][CH:32]=[CH:31][CH:30]=2)[C:8](=[O:28])[O:9][CH2:10][CH:11]2[CH2:20][CH2:19][C:18]3[C:13](=[CH:14][CH:15]=[CH:16][C:17]=3[O:21][CH2:22][C:23]([O:25]CC)=[O:24])[CH2:12]2)[CH:6]=[CH:5][CH:4]=[CH:3][CH:2]=1.[OH-].[Na+].Cl>C(O)C>[C:29]1([N:7]([C:1]2[CH:6]=[CH:5][CH:4]=[CH:3][CH:2]=2)[C:8](=[O:28])[O:9][CH2:10][CH:11]2[CH2:20][CH2:19][C:18]3[C:13](=[CH:14][CH:15]=[CH:16][C:17]=3[O:21][CH2:22][C:23]([OH:25])=[O:24])[CH2:12]2)[CH:30]=[CH:31][CH:32]=[CH:33][CH:34]=1 |f:1.2|. Reactants: [I-].[Na+] (sodium iodide), C([O-])([O-])=O.[Na+].[Na+] (sodium carbonate), ClC=1C=C2C(=CNC2=CC1)CCNC(C1=CC=C(C=C1)CCl)=O (N-(2-(5-chloro-1H-indol-3-yl)ethyl)-4-(chloromethyl)benzamide), FC1=C(C=CC=C1)B(O)O (2-fluorophenylboronic acid). The reagents and catalysts are C=1C=CC(=CC1)[P](C=2C=CC=CC2)(C=3C=CC=CC3)[Pd]([P](C=4C=CC=CC4)(C=5C=CC=CC5)C=6C=CC=CC6)([P](C=7C=CC=CC7)(C=8C=CC=CC8)C=9C=CC=CC9)[P](C=1C=CC=CC1)(C=1C=CC=CC1)C=1C=CC=CC1 (tetrakis(triphenylphosphine)palladium(0)). The solvent is O (water), C(OC)COC (dimethoxyethane). Yields the product eluent, ClC=1C=C2C(=CNC2=CC1)CCNC(C1=CC=C(C=C1)CC1=C(C=CC=C1)F)=O (N-(2-(5-Chloro-1H-indol-3-yl)ethyl)-4-(2-fluorobenzyl)benzamide). Yield: 69.6%. As a reaction SMILES: [Cl:1][C:2]1[CH:3]=[C:4]2[C:8](=[CH:9][CH:10]=1)[NH:7][CH:6]=[C:5]2[CH2:11][CH2:12][NH:13][C:14](=[O:23])[C:15]1[CH:20]=[CH:19][C:18]([CH2:21]Cl)=[CH:17][CH:16]=1.[F:24][C:25]1[CH:30]=[CH:29][CH:28]=[CH:27][C:26]=1B(O)O.C(=O)([O-])[O-].[Na+].[Na+].[I-].[Na+]>C(COC)OC.O.C1C=CC([P]([Pd]([P](C2C=CC=CC=2)(C2C=CC=CC=2)C2C=CC=CC=2)([P](C2C=CC=CC=2)(C2C=CC=CC=2)C2C=CC=CC=2)[P](C2C=CC=CC=2)(C2C=CC=CC=2)C2C=CC=CC=2)(C2C=CC=CC=2)C2C=CC=CC=2)=CC=1>[Cl:1][C:2]1[CH:3]=[C:4]2[C:8](=[CH:9][CH:10]=1)[NH:7][CH:6]=[C:5]2[CH2:11][CH2:12][NH:13][C:14](=[O:23])[C:15]1[CH:20]=[CH:19][C:18]([CH2:21][C:26]2[CH:27]=[CH:28][CH:29]=[CH:30][C:25]=2[F:24])=[CH:17][CH:16]=1 |f:2.3.4,5.6,^1:52,54,73,92|. Reported procedure: N-(2-(5-Chloro-1H-indol-3-yl)ethyl)-4-(2-fluorobenzyl)benzamide was prepared according to method B with the N-(2-(5-chloro-1H-indol-3-yl)ethyl)-4-(chloromethyl)benzamide (0.060 g; 0.173 mmol), 2-fluorophenylboronic acid (0.025 g; 0.181 mmol), tetrakis(triphenylphosphine)palladium(0) (0.010 g; 0.009 mmol), sodium carbonate (0.037 g; 0.345 mmol), sodium iodide (0.052 g; 0.345 mmol), in dimethoxyethane (3 mL) and water (1 mL), heated in a sealed tube at 130° C. for 18 hours. Flash chromatography on... Starting materials: OCC1=CC(=NC=C1)C1=CC(=C(C(=C1)OC)OC)OC (4-Hydroxymethyl-2-(3,4,5-Trimethoxyphenyl)pyridine). The reagents and catalysts are [O-2].[O-2].[Mn+4] (manganese dioxide), [O-2].[O-2].[Mn+4] (manganese dioxide). Run in C1=CC=CC=C1 (benzene). Conditions: time 5 hour. The product is COC=1C=C(C=C(C1OC)OC)C1=NC=CC(=C1)C=O (2-(3,4,5-Trimethoxyphenyl)pyridine-4-carboaldehyde). Reaction SMILES: [OH:1][CH2:2][C:3]1[CH:8]=[CH:7][N:6]=[C:5]([C:9]2[CH:14]=[C:13]([O:15][CH3:16])[C:12]([O:17][CH3:18])=[C:11]([O:19][CH3:20])[CH:10]=2)[CH:4]=1>C1C=CC=CC=1.[O-2].[O-2].[Mn+4]>[CH3:20][O:19][C:11]1[CH:10]=[C:9]([C:5]2[CH:4]=[C:3]([CH:2]=[O:1])[CH:8]=[CH:7][N:6]=2)[CH:14]=[C:13]([O:15][CH3:16])[C:12]=1[O:17][CH3:18] |f:2.3.4|. Reported procedure: 4-Hydroxymethyl-2-(3,4,5-Trimethoxyphenyl)pyridine (1.01 g) was dissolved in benzene (10 mL), and to the solution activated manganese dioxide (purity: 85%, 3.78 g) was added. The mixture was stirred at room temperature for 5 hours, and activated manganese dioxide (purity: 85%, 3.78 g) was additionally added. The mixture was stirred overnight. The reaction mixture was filtered, and the filtrate was concentrated under reduced pressure. The residue was purified by column chromatography on silica ge... The reactants are NC1=CC(=C(OC2=CC(=NC=C2)C(=O)N)C=C1F)F (4-(4-amino-2,5-difluorophenoxy)picolinamide), CN1N(C(C(=C1C)C(=O)O)=O)C1=CC=CC=C1 (1,5-dimethyl-3-oxo-2-phenyl-2,3-dihydro-1H-pyrazole-4-carboxylic acid), CCN=C=NCCCN(C)C (EDCI), C1=CC2=C(N=C1)N(N=N2)O (HOAT). The solvent is C(Cl)Cl (DCM), CCOC(=O)C (EtOAc). Reaction conditions: temperature 45 celsius, time 16 hour. The product is CN1N(C(C(=C1C)C(=O)NC1=CC(=C(OC2=CC(=NC=C2)C(=O)N)C=C1F)F)=O)C1=CC=CC=C1 (4-(4-(1,5-dimethyl-3-oxo-2-phenyl-2,3-dihydro-1H-pyrazole-4-carboxamido)-2,5-difluorophenoxy)picolinamide). Isolated yield 64.0%. Reaction SMILES: [NH2:1][C:2]1[C:17]([F:18])=[CH:16][C:5]([O:6][C:7]2[CH:12]=[CH:11][N:10]=[C:9]([C:13]([NH2:15])=[O:14])[CH:8]=2)=[C:4]([F:19])[CH:3]=1.[CH3:20][N:21]1[C:25]([CH3:26])=[C:24]([C:27](O)=[O:28])[C:23](=[O:30])[N:22]1[C:31]1[CH:36]=[CH:35][CH:34]=[CH:33][CH:32]=1.CCN=C=NCCCN(C)C.C1C=NC2N(O)N=NC=2C=1>C(Cl)Cl.CCOC(C)=O>[CH3:20][N:21]1[C:25]([CH3:26])=[C:24]([C:27]([NH:1][C:2]2[C:17]([F:18])=[CH:16][C:5]([O:6][C:7]3[CH:12]=[CH:11][N:10]=[C:9]([C:13]([NH2:15])=[O:14])[CH:8]=3)=[C:4]([F:19])[CH:3]=2)=[O:28])[C:23](=[O:30])[N:22]1[C:31]1[CH:36]=[CH:35][CH:34]=[CH:33][CH:32]=1. Procedure: To a solution of 4-(4-amino-2,5-difluorophenoxy)picolinamide (200 mg, 0.76 mmol), and 1,5-dimethyl-3-oxo-2-phenyl-2,3-dihydro-1H-pyrazole-4-carboxylic acid (165 mg, 0.75 mmol) in DCM (10 mL) was added EDCI (175 mg, 0.93 mmol), and HOAT (26 mg, 0.15 mmol). The reaction was stirred at 45° C. for 16 hours, cooled to rt and diluted with EtOAc (20 mL). The solid was collected through filtration, dried at 45° C. in vacuo overnight to give the title compound as a white solid (230 mg, 63.7%). The reactants are C1(=CC=CC=C1)CCC(CCC1=CC=CC=C1)=NO (1,5-Diphenyl-3-pentanone Oxime), B (borane). Yields the product NC(CCC1=CC=CC=C1)CCC1=CC=CC=C1 (3-Amino-1,5-Diphenylpentane). Reaction SMILES: [C:1]1([CH2:7][CH2:8][C:9](=[N:18]O)[CH2:10][CH2:11][C:12]2[CH:17]=[CH:16][CH:15]=[CH:14][CH:13]=2)[CH:6]=[CH:5][CH:4]=[CH:3][CH:2]=1.B>>[NH2:18][CH:9]([CH2:10][CH2:11][C:12]1[CH:13]=[CH:14][CH:15]=[CH:16][CH:17]=1)[CH2:8][CH2:7][C:1]1[CH:6]=[CH:5][CH:4]=[CH:3][CH:2]=1. Procedure: According to the procedure of Feuer and Braunstein (J. Org. Chem. 1969, 34, 1817), the resultant compound of Example 31 was treated with borane to give the desired compound. Reactants: CCO, CC#N, Clc1ccc2cc[nH]c2c1, [K+], O=C1CCNCC1, [OH-], O. Product: OC1(c2c[nH]c3cc(Cl)ccc23)CCNCC1. RXN SMILES: [CH3:21][CH2:22][OH:23].[CH3:24][C:25]#[N:26].[Cl:1][c:2]1[cH:3][cH:4][c:5]2[cH:6][cH:7][nH:8][c:9]2[cH:10]1.[K+:19].[NH:11]1[CH2:12][CH2:13][C:14](=[O:17])[CH2:15][CH2:16]1.[OH-:18].[OH2:20]>>[Cl:1][c:2]1[cH:3][cH:4][c:5]2[c:6]([C:14]3([OH:17])[CH2:13][CH2:12][NH:11][CH2:16][CH2:15]3)[cH:7][nH:8][c:9]2[cH:10]1.